This data is from the Open Reaction Database (ORD), a public repository of structured organic reaction records. The task is: describe an organic reaction: reactants, conditions, products, and yield The reactants are C(C)(=O)O (acetic acid), CN1C(=NC=C1)C=O (1-methyl-2-imidazole carboxaldehyde), C(#N)[BH3-].[Na+] (sodium cyanoborohydride), N1C(=NC=C1)CNCC1=CC=C(CN(CCCCN2CCCCC2)C)C=C1 ((4-{[(1H-imidazol-2-ylmethyl)-amino]-methyl)-benzyl}-methyl-(4-piperidin-1-ylbutyl)-amine). The solvent is CO (methanol). Conditions: time 6 day. Yields the product N1C(=NC=C1)CN(CC=1N(C=CN1)C)CC1=CC=C(CN(CCCCN2CCCCC2)C)C=C1 ((4-{[(1H-imidazol-2-ylmethyl)-(1-methyl-1H-imidazol-2-ylmethyl)-amino]-methyl}-benzyl)-methyl-(4-piperidin-1-ylbutyl)amine). Isolated yield 112.0%. RXN SMILES: [NH:1]1[CH:5]=[CH:4][N:3]=[C:2]1[CH2:6][NH:7][CH2:8][C:9]1[CH:27]=[CH:26][C:12]([CH2:13][N:14]([CH3:25])[CH2:15][CH2:16][CH2:17][CH2:18][N:19]2[CH2:24][CH2:23][CH2:22][CH2:21][CH2:20]2)=[CH:11][CH:10]=1.[CH3:28][N:29]1[CH:33]=[CH:32][N:31]=[C:30]1[CH:34]=O.C([BH3-])#N.[Na+].C(O)(=O)C>CO>[NH:1]1[CH:5]=[CH:4][N:3]=[C:2]1[CH2:6][N:7]([CH2:8][C:9]1[CH:10]=[CH:11][C:12]([CH2:13][N:14]([CH3:25])[CH2:15][CH2:16][CH2:17][CH2:18][N:19]2[CH2:24][CH2:23][CH2:22][CH2:21][CH2:20]2)=[CH:26][CH:27]=1)[CH2:34][C:30]1[N:29]([CH3:28])[CH:33]=[CH:32][N:31]=1 |f:2.3|. Procedure: The compound (116.3 mg) obtained in Example 44-6 was dissolved in methanol (5.81 ml) and added with 1-methyl-2-imidazole carboxaldehyde (52.0 mg) and sodium cyanoborohydride (39.6 mg). The solution was adjusted to pH 4 with acetic acid and stirred at room temperature for 6 days. The reaction solution was concentrated under reduced pressure. The residue was dissolved in chloroform, washed with a 1 mol/l sodium hydroxide aqueous solution and a saturated saline solution, and dried with anhydrous so... Reactants: O=C(c1ccccc1)c1cc(Br)ccc1O, CN(C)c1ccncc1, COc1cc2nccc(Cl)c2cc1OC, Clc1ccccc1Cl. Yields the product COc1cc2nccc(Oc3ccc(Br)cc3C(=O)c3ccccc3)c2cc1OC. As a reaction SMILES: [Br:16][c:17]1[cH:18][cH:19][c:20]([OH:31])[c:21]([C:22](=[O:23])[c:24]2[cH:25][cH:26][cH:27][cH:28][cH:29]2)[cH:30]1.[CH3:32][N:33]([CH3:34])[c:35]1[cH:36][cH:37][n:38][cH:39][cH:40]1.[Cl:1][c:2]1[cH:3][cH:4][n:5][c:6]2[cH:7][c:8]([O:14][CH3:15])[c:9]([O:12][CH3:13])[cH:10][c:11]12.[Cl:41][c:42]1[cH:43][cH:44][cH:45][cH:46][c:47]1[Cl:48]>>[c:2]1([O:31][c:20]2[cH:19][cH:18][c:17]([Br:16])[cH:30][c:21]2[C:22](=[O:23])[c:24]2[cH:25][cH:26][cH:27][cH:28][cH:29]2)[cH:3][cH:4][n:5][c:6]2[cH:7][c:8]([O:14][CH3:15])[c:9]([O:12][CH3:13])[cH:10][c:11]12. Starting materials: ClC1=C(C=C(C=C1)[N+](=O)[O-])[N+](=O)[O-] (2-chloro-1,5-dinitrobenzene), NC1=CC=C(C=C1)CCO (4-aminophenylethyl alcohol). Product: [N+](=O)([O-])C1=C(NC2=CC=C(C=C2)CCO)C=CC(=C1)[N+](=O)[O-] (2-[4-(2,4-Dinitroanilino)phenyl]ethanol). As a reaction SMILES: Cl[C:2]1[CH:7]=[CH:6][C:5]([N+:8]([O-:10])=[O:9])=[CH:4][C:3]=1[N+:11]([O-:13])=[O:12].[NH2:14][C:15]1[CH:20]=[CH:19][C:18]([CH2:21][CH2:22][OH:23])=[CH:17][CH:16]=1>>[N+:11]([C:3]1[CH:4]=[C:5]([N+:8]([O-:10])=[O:9])[CH:6]=[CH:7][C:2]=1[NH:14][C:15]1[CH:20]=[CH:19][C:18]([CH2:21][CH2:22][OH:23])=[CH:17][CH:16]=1)([O-:13])=[O:12]. Reported procedure: The title compound was prepared according to the procedure described in step 3 of Example 1 from 2-chloro-1,5-dinitrobenzene and 4-aminophenylethyl alcohol. Solvent: CCOCC (ether), CCOCC (ether). Procedure: Into a solution of dibenzo[b,d]furan (4.98 g, 29.6 mmol) in ether (50 mL) at −78° C. was added n-butyllithium solution in hexane (2.5 M, 9.48 mL, 23.70 mmol) dropwise and the solution was allowed to warm to room temperature and stirred for 20 h to yield a dibenzo[b,d]furan-4-yl lithium solution. Into a solution of 1,3-dibromobenzene (2.56 mL, 21.20 mmol) in ether (50 mL) was added n-butyllithium solution in hexane (2.5 M, 9.48 mL, 23.70 mmol) dropwise at −78° C. The reaction solution was stirred... RXN SMILES: Br[C:2]1[CH:7]=[CH:6][CH:5]=[C:4]([Br:8])[CH:3]=1.C([Li])CCC.CCCCCC.Cl[Si:21](Cl)([C:28]1[CH:33]=[CH:32][CH:31]=[CH:30][CH:29]=1)[C:22]1[CH:27]=[CH:26][CH:25]=[CH:24][CH:23]=1.[CH:35]1[C:43]2[C:42]3[CH:44]=[CH:45][CH:46]=[CH:47][C:41]=3[O:40][C:39]=2[C:38]([Li])=[CH:37][CH:36]=1>CCOCC>[Br:8][C:4]1[CH:3]=[C:2]([Si:21]([C:47]2[C:41]3[O:40][C:39]4[CH:38]=[CH:37][CH:36]=[CH:35][C:43]=4[C:42]=3[CH:44]=[CH:45][CH:46]=2)([C:28]2[CH:33]=[CH:32][CH:31]=[CH:30][CH:29]=2)[C:22]2[CH:27]=[CH:26][CH:25]=[CH:24][CH:23]=2)[CH:7]=[CH:6][CH:5]=1. Reaction conditions: time 3.5 hour. Isolated yield 52.0%. The product is BrC=1C=C(C=CC1)[Si](C1=CC=CC=C1)(C1=CC=CC=C1)C1=CC=CC2=C1OC1=C2C=CC=C1 ((3-bromophenyl)(dibenzo[b,d]furan-4-yl)diphenylsilane). Reactants: BrC1=CC(=CC=C1)Br (1,3-dibromobenzene), C(CCC)[Li] (n-butyllithium), CCCCCC (hexane), Cl[Si](C1=CC=CC=C1)(C1=CC=CC=C1)Cl (dichlorodiphenylsilane), C1=CC=C(C=2OC3=C(C21)C=CC=C3)[Li] (dibenzo[b,d]furan-4-yl lithium).